Dataset: the Open Reaction Database (ORD), a public repository of structured organic reaction records. Task: describe an organic reaction: reactants, conditions, products, and yield Starting materials: [Cl-], CNc1c([N+](=O)[O-])ccc(Cl)c1C#N, [K+], [K+], [NH4+], O=C([O-])[O-], CCOC(=O)C1CCCC1=O, CN(C)C=O. The product is CCOC(=O)C1(c2ccc([N+](=O)[O-])c(NC)c2C#N)CCCC1=O. RXN SMILES: [Cl-:37].[Cl:1][c:2]1[cH:3][cH:4][c:5]([N+:12](=[O:13])[O-:14])[c:6]([NH:10][CH3:11])[c:7]1[C:8]#[N:9].[K+:26].[K+:27].[NH4+:38].[O-:28][C:29]([O-:30])=[O:31].[O:15]=[C:16]1[CH:17]([C:21](=[O:22])[O:23][CH2:24][CH3:25])[CH2:18][CH2:19][CH2:20]1.[O:32]=[CH:33][N:34]([CH3:35])[CH3:36]>>[c:2]1([C:17]2([C:21](=[O:22])[O:23][CH2:24][CH3:25])[C:16](=[O:15])[CH2:20][CH2:19][CH2:18]2)[cH:3][cH:4][c:5]([N+:12](=[O:13])[O-:14])[c:6]([NH:10][CH3:11])[c:7]1[C:8]#[N:9]. The reactants are CN(C=O)C (dimethylformamide), CC(C(=O)NC=1C=CC(=NC1)Cl)(C)C (2,2-dimethyl-N-(2-chloro-5-pyridinyl)propanamide), Cl (HCl), N#N.CO (N2 MeOH), C(C)(C)(C)[Li] (t-butyllithium). The solvent is C1CCOC1 (THF), C1CCOC1 (THF), CCOCC (ether), O (water). Run at temperature -78 celsius, time 30 minute. Product: CC(C(=O)NC=1C(=CC(=NC1)Cl)C=O)(C)C (2,2-dimethyl-N-(2-chloro-4 -formyl-5-pyridinyl)propanamide). Yield: 29.1%. Reaction SMILES: [CH3:1][C:2]([CH3:14])([CH3:13])[C:3]([NH:5][C:6]1[CH:7]=[CH:8][C:9]([Cl:12])=[N:10][CH:11]=1)=[O:4].N#N.CO.C([Li])(C)(C)C.CN(C)[CH:26]=[O:27].Cl>C1COCC1.CCOCC.O>[CH3:1][C:2]([CH3:14])([CH3:13])[C:3]([NH:5][C:6]1[C:7]([CH:26]=[O:27])=[CH:8][C:9]([Cl:12])=[N:10][CH:11]=1)=[O:4] |f:1.2|. Reported procedure: A three-necked flask, equipped with a thermometer, a magnetic stirrer and a nitrogen inlet, was flushed with nitrogen. The flask was charged with 10.63 g of 2,2-dimethyl-N-(2-chloro-5-pyridinyl)propanamide (50 mmoles) and stoppered with a rubber septum. 100 Ml of THF was added to the flask. The flask was cooled in a liquid N2 /MeOH slush bath and 52.4 ml (110 mmoles) of 2.1M t-butyllithium was slowly added maintaining the temperature ≤75° C. by the rate of addition. The flask was transferred to ... Starting materials: CN(S(=O)(=O)N1C(=NC=C1)CN(C(=O)NCC1CCN(CC1)C(=O)OC(C)(C)C)CC=1N(C=CN1)S(=O)(=O)N(C)C)C (Tert-butyl 4-[({[bis({1-[(dimethylamino)sulfonyl]-1H-imidazol-2-yl)methyl]amino}carbonyl)amino]methyl}piperidine-1-carboxylate), Cl.O1CCOCC1 (hydrogen chloride dioxane). Conditions: temperature 60 celsius, time 15 hour. The product is N1C(=NC=C1)CN(C(=O)NCC1CCNCC1)CC=1NC=CN1 (N,N-bis(1H-imidazol-2-ylmethyl)-N′-(piperidin-4-ylmethyl)urea). Reaction SMILES: CN(C)S([N:6]1[CH:10]=[CH:9][N:8]=[C:7]1[CH2:11][N:12]([CH2:30][C:31]1[N:32](S(N(C)C)(=O)=O)[CH:33]=[CH:34][N:35]=1)[C:13]([NH:15][CH2:16][CH:17]1[CH2:22][CH2:21][N:20](C(OC(C)(C)C)=O)[CH2:19][CH2:18]1)=[O:14])(=O)=O.Cl.O1CCOCC1>>[NH:6]1[CH:10]=[CH:9][N:8]=[C:7]1[CH2:11][N:12]([CH2:30][C:31]1[NH:32][CH:33]=[CH:34][N:35]=1)[C:13]([NH:15][CH2:16][CH:17]1[CH2:22][CH2:21][NH:20][CH2:19][CH2:18]1)=[O:14] |f:1.2|. Procedure details: To the compound (3.00 g) obtained in Example 9, 4N hydrogen chloride/dioxane (15 mL) was added. The reaction solution was stirred at 60° C. for 15 hours. The reaction solution was concentrated under reduced pressure. The residue was dissolved in methanol (20 mL) and a carbonate resin (trade name: MP-Carbonate, manufactured by Argonaut Co., product number: 800267, 10 g) was added, followed by stirring at room temperature for 3 hours. After the resin was removed by filtration, the filtrate was con... The reactants are BrCCCCCOC1=C(C2=C(C(CCO2)=O)C=C1)CCC (7-[(5-bromopentyl)oxy]-2,3-dihydro-8-propyl-4H-1-benzopyran-4-one), C(C)OC(CCC1=C(C=CC(=C1)C=1OC(C2=C(C1)C=CC=C2)=O)O)=O (2-hydroxy-5-(1-oxo-1H-2-benzopyran-3-yl)benzenepropanoic acid ethyl ester), C([O-])([O-])=O.[K+].[K+] (potassium carbonate). Run in CC(CC)=O (2-butanone). The product is C(C)OC(CCC1=C(C=CC(=C1)C=1OC(C2=C(C1)C=CC=C2)=O)OCCCCCOC2=C(C1=C(C(CCO1)=O)C=C2)CCC)=O (2-[5-[(3,4-dihydro-4-oxo-8-propyl-2H-1-benzopyran-7-yl)oxy]pentyloxy]-5-(1-oxo-1H-2-benzopyran-3-yl)benzenepropanoic Acid Ethyl Ester). Isolated yield 58.0%. As a reaction SMILES: Br[CH2:2][CH2:3][CH2:4][CH2:5][CH2:6][O:7][C:8]1[CH:18]=[CH:17][C:11]2[C:12](=[O:16])[CH2:13][CH2:14][O:15][C:10]=2[C:9]=1[CH2:19][CH2:20][CH3:21].[CH2:22]([O:24][C:25](=[O:46])[CH2:26][CH2:27][C:28]1[CH:33]=[C:32]([C:34]2[O:35][C:36](=[O:44])[C:37]3[CH:43]=[CH:42][CH:41]=[CH:40][C:38]=3[CH:39]=2)[CH:31]=[CH:30][C:29]=1[OH:45])[CH3:23].C(=O)([O-])[O-].[K+].[K+]>CC(=O)CC>[CH2:22]([O:24][C:25](=[O:46])[CH2:26][CH2:27][C:28]1[CH:33]=[C:32]([C:34]2[O:35][C:36](=[O:44])[C:37]3[CH:43]=[CH:42][CH:41]=[CH:40][C:38]=3[CH:39]=2)[CH:31]=[CH:30][C:29]=1[O:45][CH2:2][CH2:3][CH2:4][CH2:5][CH2:6][O:7][C:8]1[CH:18]=[CH:17][C:11]2[C:12](=[O:16])[CH2:13][CH2:14][O:15][C:10]=2[C:9]=1[CH2:19][CH2:20][CH3:21])[CH3:23] |f:2.3.4|. Procedure: A mixture of 0.352 g (0.99 mmol) of 7-[(5-bromopentyl)oxy]-2,3-dihydro-8-propyl-4H-1-benzopyran-4-one, 0.346 g (1.02 mmol) of 2-hydroxy-5-(1-oxo-1H-2-benzopyran-3-yl)benzenepropanoic acid ethyl ester, 0.574 g (4.15 mmol) of anhydrous granular potassium carbonate and 20.9 mL of 2-butanone was stirred and refluxed for 45 hrs. The resulting slurry was filtered with suction and the solids were washed thoroughly with ethyl acetate. The filtrate and washes were combined and concentrated in vacuo and t... The product is C(C1=CC=CC=C1)(=O)C1=CC(=C2N1C1=CC=C(C=C1C=C2)Cl)C#N (1-Benzoyl-7-chloro-3-cyano-pyrrolo[1,2-a]quinoline). Reported procedure: 6-Chloro-1-phenacyl-quinolinium bromide: The title compound was prepared from 2-bromo-1-phenyl-ethanone (483 mg, 2.43 mmol), 6-chloro-quinoline (312 mg, 1.91 mmol) and acetonitrile (5 mL), similar to Example 1a, and yielded 433 mg (63%) as an off white solid: 1H NMR (CDCl3) 10.40 (d, J=5.7 Hz, 1H), 8.95 (d, J=8.7 Hz, 1H), 8.31 (m, 1H), 8.29 (m 1H), 8.24 (d, J=2.1 Hz, 1H), 8.19–8.14 (m, 2H), 7.99 (dd, J=2.1, 9.3 Hz, 1H), 7.70–7.65 (m, 3H), 7.53 (t, J=7.8 Hz, 2H). Starting materials: [Br-].ClC=1C=C2C=CC=[N+](C2=CC1)CC(=O)C1=CC=CC=C1 (6-Chloro-1-phenacyl-quinolinium bromide), BrCC(=O)C1=CC=CC=C1 (2-bromo-1-phenyl-ethanone), ClC=1C=C2C=CC=NC2=CC1 (6-chloro-quinoline). RXN SMILES: [Br-].[Cl:2][C:3]1[CH:4]=[C:5]2[C:10](=[CH:11][CH:12]=1)[N+:9]([CH2:13][C:14]([C:16]1[CH:21]=[CH:20][CH:19]=[CH:18][CH:17]=1)=[O:15])=[CH:8][CH:7]=[CH:6]2.BrCC(C1C=CC=CC=1)=O.ClC1C=C2C(=CC=1)[N:39]=[CH:38][CH:37]=[CH:36]2>C(#N)C>[C:14]([C:13]1[N:9]2[C:10]3[C:5]([CH:6]=[CH:7][C:8]2=[C:37]([C:38]#[N:39])[CH:36]=1)=[CH:4][C:3]([Cl:2])=[CH:12][CH:11]=3)(=[O:15])[C:16]1[CH:21]=[CH:20][CH:19]=[CH:18][CH:17]=1 |f:0.1|. Run in C(C)#N (acetonitrile). The reactants are IC1=C(C(=O)NC2=CC=C(C=C2)N2CCN(CC2)C(C(=O)OC)C2=CC=CC=C2)C=CC=C1 (4-[4-[(2-iodobenzoyl)amino]phenyl]-α-phenyl-1-piperazine-acetic acid, methyl ester), C(CCC)[Sn](C=1OC=CC1)(CCCC)CCCC (tributyl-2-furanyl-stannane), C(=O)([O-])[O-].[Na+].[Na+] (Na2CO3), O (Water). Reagents/catalysts: Cl[Pd]([P](C1=CC=CC=C1)(C2=CC=CC=C2)C3=CC=CC=C3)([P](C4=CC=CC=C4)(C5=CC=CC=C5)C6=CC=CC=C6)Cl (PdCl2(PPh3)2). The solvent is O1CCOCC1 (dioxane). The product is O1C(=CC=C1)C1=C(C(=O)NC2=CC=C(C=C2)N2CCN(CC2)C(C(=O)OC)C2=CC=CC=C2)C=CC=C1 (4-[4-[[2-(2-furanyl)benzoyl]amino]phenyl]-α-phenyl-1-piperazineacetic acid, methyl ester). As a reaction SMILES: I[C:2]1[CH:33]=[CH:32][CH:31]=[CH:30][C:3]=1[C:4]([NH:6][C:7]1[CH:12]=[CH:11][C:10]([N:13]2[CH2:18][CH2:17][N:16]([CH:19]([C:24]3[CH:29]=[CH:28][CH:27]=[CH:26][CH:25]=3)[C:20]([O:22][CH3:23])=[O:21])[CH2:15][CH2:14]2)=[CH:9][CH:8]=1)=[O:5].C([Sn](CCCC)(CCCC)[C:39]1[O:40][CH:41]=[CH:42][CH:43]=1)CCC.C([O-])([O-])=O.[Na+].[Na+].O>O1CCOCC1.Cl[Pd](Cl)([P](C1C=CC=CC=1)(C1C=CC=CC=1)C1C=CC=CC=1)[P](C1C=CC=CC=1)(C1C=CC=CC=1)C1C=CC=CC=1>[O:40]1[CH:41]=[CH:42][CH:43]=[C:39]1[C:2]1[CH:33]=[CH:32][CH:31]=[CH:30][C:3]=1[C:4]([NH:6][C:7]1[CH:12]=[CH:11][C:10]([N:13]2[CH2:18][CH2:17][N:16]([CH:19]([C:24]3[CH:29]=[CH:28][CH:27]=[CH:26][CH:25]=3)[C:20]([O:22][CH3:23])=[O:21])[CH2:15][CH2:14]2)=[CH:9][CH:8]=1)=[O:5] |f:2.3.4,^1:67,86|. Procedure: A mixture of intermediate (29) (0.0036 mol), tributyl-2-furanyl-stannane (0.029 mol), PdCl2(PPh3)2 (0.0007 mol) and Na2CO3 (0.0576 mol) in dioxane (30 ml) was stirred and refluxed for 1 hour. Water was addedd. The mixture was extracted with ethyl acetate. The organic layer was separated, dried, filtered, and the solvent was evaporated. The residue was purified by column chromatography over silica gel (eluent: cyclohexane/ethyl acetate 80/20). The pure fractions were collected and the solvent was...